From a dataset of the Open Reaction Database (ORD), a public repository of structured organic reaction records. describe an organic reaction: reactants, conditions, products, and yield Reactants: C(C)OC(=O)C1(CCN(CC1)CCOC1=CC=CC=C1)S(=O)(=O)C1=CC=C(C=C1)OC (4-(4-methoxy-benzenesulfonyl)-1-(2-phenoxy-ethyl)-piperidine-4-carboxylic acid ethyl ester). Run in C1CCOC1.CO (THF methanol), [OH-].[Na+] (NaOH). Yields the product COC1=CC=C(C=C1)S(=O)(=O)C1(CCN(CC1)CCOC1=CC=CC=C1)C(=O)O (4-(4-methoxy-benzenesulfonyl)-1-(2-phenoxy-ethyl)-piperidine-4-carboxylic acid). RXN SMILES: C([O:3][C:4]([C:6]1([S:21]([C:24]2[CH:29]=[CH:28][C:27]([O:30][CH3:31])=[CH:26][CH:25]=2)(=[O:23])=[O:22])[CH2:11][CH2:10][N:9]([CH2:12][CH2:13][O:14][C:15]2[CH:20]=[CH:19][CH:18]=[CH:17][CH:16]=2)[CH2:8][CH2:7]1)=[O:5])C>C1COCC1.CO.[OH-].[Na+]>[CH3:31][O:30][C:27]1[CH:26]=[CH:25][C:24]([S:21]([C:6]2([C:4]([OH:5])=[O:3])[CH2:7][CH2:8][N:9]([CH2:12][CH2:13][O:14][C:15]3[CH:16]=[CH:17][CH:18]=[CH:19][CH:20]=3)[CH2:10][CH2:11]2)(=[O:22])=[O:23])=[CH:29][CH:28]=1 |f:1.2,3.4|. Procedure: 4-(4-methoxy-benzenesulfonyl)-1-(2-phenoxy-ethyl)-piperidine-4-carboxylic acid was prepared starting from 4-(4-methoxy-benzenesulfonyl)-1-(2-phenoxy-ethyl)-piperidine-4-carboxylic acid ethyl ester (5.0 g, 11.1 mmol) dissolved in THF:methanol 3:1 and 10 N NaOH (40 ml). The resulting reaction mixture was worked up as outlined in example 83. Yield 3.0 g (63%); off white powder, mp 235° C.; MS: 420.5 (M+H)+.